Dataset: the Open Reaction Database (ORD), a public repository of structured organic reaction records. Task: describe an organic reaction: reactants, conditions, products, and yield The reactants are N[C@H]1[C@@H](CC2=CC=CC=C12)O (trans-1-amino-2-indanol), C(C1=CC=CC=C1)(=O)Cl (benzoyl chloride), N (ammonia), primary amine. Yields the product C(C1=CC=CC=C1)(=O)N[C@H]1[C@@H](CC2=CC=CC=C12)O (trans-1-benzamido-2-indanol). RXN SMILES: [NH2:1][C@@H:2]1[C:10]2[C:5](=[CH:6][CH:7]=[CH:8][CH:9]=2)[CH2:4][C@H:3]1[OH:11].N.[C:13](Cl)(=[O:20])[C:14]1[CH:19]=[CH:18][CH:17]=[CH:16][CH:15]=1>>[C:13]([NH:1][C@@H:2]1[C:10]2[C:5](=[CH:6][CH:7]=[CH:8][CH:9]=2)[CH2:4][C@H:3]1[OH:11])(=[O:20])[C:14]1[CH:19]=[CH:18][CH:17]=[CH:16][CH:15]=1. Procedure: The trans amide can be made from the epoxide either (1) by treating the indene oxide with ammonia or a primary amine to produce a trans-1-amino-2-indanol and reacting the trans-1-amino-2-indanol with an acylating agent, or (2) by treating the epoxide with an amide anion to produce the trans hydroxy amide directly. In one embodiment the indene is oxidized with aqueous hypochlorite in the presence of a chiral salen catalyst to produce a partially resolved epoxide, which is converted to the partial...